This data is from the Open Reaction Database (ORD), a public repository of structured organic reaction records. The task is: describe an organic reaction: reactants, conditions, products, and yield The product is CCCCCC1CCC(c2ccc(-c3ccc(O)c(F)n3)cc2)CC1. Reaction SMILES: [B:37]([O:38][CH:47]([CH3:48])[CH3:49])([O:39][CH:40]([CH3:41])[CH3:42])[O:43][CH:44]([CH3:45])[CH3:46].[CH2:8]([Li:9])[CH2:10][CH2:11][CH3:12].[CH3:58][CH2:59][CH2:60][CH2:61][CH2:62][CH3:63].[CH:1]([NH:2][CH:3]([CH3:4])[CH3:5])([CH3:6])[CH3:7].[Cl-:52].[ClH:50].[F:13][c:14]1[n:15][c:16](-[c:20]2[cH:21][cH:22][c:23]([CH:26]3[CH2:27][CH2:28][CH:29]([CH2:32][CH2:33][CH2:34][CH2:35][CH3:36])[CH2:30][CH2:31]3)[cH:24][cH:25]2)[cH:17][cH:18][cH:19]1.[Na+:51].[O:53]1[CH2:54][CH2:55][CH2:56][CH2:57]1>>[F:13][c:14]1[n:15][c:16](-[c:20]2[cH:21][cH:22][c:23]([CH:26]3[CH2:27][CH2:28][CH:29]([CH2:32][CH2:33][CH2:34][CH2:35][CH3:36])[CH2:30][CH2:31]3)[cH:24][cH:25]2)[cH:17][cH:18][c:19]1[OH:38]. Starting materials: CC(C)OB(OC(C)C)OC(C)C, [Li]CCCC, CCCCCC, CC(C)NC(C)C, [Cl-], Cl, CCCCCC1CCC(c2ccc(-c3cccc(F)n3)cc2)CC1, [Na+], C1CCOC1. Starting materials: Cc1nccn1CC1CCNCC1, O=Cc1cc2nc(Cl)nc(N3CCOCC3)c2s1. Product: Cc1nccn1CC1CCN(Cc2cc3nc(Cl)nc(N4CCOCC4)c3s2)CC1. As a reaction SMILES: [CH3:19][c:20]1[n:21]([CH2:25][CH:26]2[CH2:27][CH2:28][NH:29][CH2:30][CH2:31]2)[cH:22][cH:23][n:24]1.[Cl:1][c:2]1[n:3][c:4]([N:13]2[CH2:14][CH2:15][O:16][CH2:17][CH2:18]2)[c:5]2[c:6]([n:7]1)[cH:8][c:9]([CH:11]=[O:12])[s:10]2>>[Cl:1][c:2]1[n:3][c:4]([N:13]2[CH2:14][CH2:15][O:16][CH2:17][CH2:18]2)[c:5]2[c:6]([n:7]1)[cH:8][c:9]([CH2:11][N:29]1[CH2:28][CH2:27][CH:26]([CH2:25][n:21]3[c:20]([CH3:19])[n:24][cH:23][cH:22]3)[CH2:31][CH2:30]1)[s:10]2. Reactants: C(C)(C)Br (isopropyl bromide), [Mg] (magnesium), FC=1C(=C(C(=C(C1)F)F)F)F (pentafluorobenzene), C(C)(C)Br (isopropyl bromide). Procedure: Air inside a reaction vessel of the same kind as the one used in Example 13 is displaced by a nitrogen gas in a satisfactory manner. Then, 2.040 g (0.084 mole) of magnesium, 13.577 g (0.081 mole) of pentafluorobenzene, and 20 ml of diethyl ether are charged to the reaction vessel. Also, 10.518 g (0.081 mole) of isopropyl bromide is charged to the dropping funnel. Next, isopropyl bromide is dropped to the above contents with stirring under a nitrogen gas flow. After the completion of the dropping... Yields the product FC1=C(C(=C(C(=C1[Mg]Br)F)F)F)F (pentafluorophenyl magnesium bromide). Reaction SMILES: [Mg:1].[F:2][C:3]1[C:4]([F:12])=[C:5]([F:11])[C:6]([F:10])=[C:7]([F:9])[CH:8]=1.C([Br:16])(C)C>C(OCC)C>[F:2][C:3]1[C:8]([Mg:1][Br:16])=[C:7]([F:9])[C:6]([F:10])=[C:5]([F:11])[C:4]=1[F:12]. Run in C(C)OCC (diethyl ether), C(C)OCC (diethyl ether). Reactants: N1=C(C=C(C=C1)B(O)O)C (2-picoline-4-boronic acid), C(#N)C1(CC1)NC(=O)[C@@H]1[C@H](C[C@H](C1)S(=O)(=O)C1=C(C=C(C=C1)Br)C(F)(F)F)OC(C)C ((1S,2S,4S)-4-(4-bromo-2-trifluoromethyl-benzenesulfonyl)-2-isopropoxy-cyclopentanecarboxylic acid (1-cyano-cyclopropyl)-amide), C(#N)C1(CC1)NC(=O)[C@@H]1[C@H](C[C@H](C1)S(=O)(=O)C1=C(C=C(C=C1)Br)C(F)(F)F)OC ((1S,2S,4S)-4-(4-bromo-2-trifluoromethyl-benzenesulfonyl)-2-methoxy-cyclopentanecarboxylic acid (1-cyano-cyclopropyl)-amide). Procedure details: The title compound was prepared in analogy to example 62 using 2-picoline-4-boronic acid instead of 2.4-difluorophenylboronic acid and (1R,2R,4R) and (1S,2S,4S)-4-(4-bromo-2-trifluoromethyl-benzenesulfonyl)-2-isopropoxy-cyclopentanecarboxylic acid (1-cyano-cyclopropyl)-amide instead of (1R,2R,4R) and (1S,2S,4S)-4-(4-bromo-2-trifluoromethyl-benzenesulfonyl)-2-methoxy-cyclopentanecarboxylic acid (1-cyano-cyclopropyl)-amide. White solid. MS (EI): 536.2 (M+H)+. Product: C(#N)C1(CC1)NC(=O)[C@@H]1[C@H](C[C@H](C1)S(=O)(=O)C1=C(C=C(C=C1)C1=CC(=NC=C1)C)C(F)(F)F)OC(C)C ((1S,2S,4S)-2-Isopropoxy-4-[4-(2-methyl-pyridin-4-yl)-2-trifluoromethyl-benzenesulfonyl]-cyclopentanecarboxylic acid (1-cyano-cyclopropyl)-amide). As a reaction SMILES: [N:1]1[CH:6]=[CH:5][C:4](B(O)O)=[CH:3][C:2]=1[CH3:10].[C:11]([C:13]1([NH:16][C:17]([C@H:19]2[CH2:23][C@H:22]([S:24]([C:27]3[CH:32]=[CH:31][C:30](Br)=[CH:29][C:28]=3[C:34]([F:37])([F:36])[F:35])(=[O:26])=[O:25])[CH2:21][C@@H:20]2[O:38][CH:39]([CH3:41])[CH3:40])=[O:18])[CH2:15][CH2:14]1)#[N:12].C(C1(NC([C@H]2C[C@H](S(C3C=CC(Br)=CC=3C(F)(F)F)(=O)=O)C[C@@H]2OC)=O)CC1)#N>>[C:11]([C:13]1([NH:16][C:17]([C@H:19]2[CH2:23][C@H:22]([S:24]([C:27]3[CH:32]=[CH:31][C:30]([C:4]4[CH:5]=[CH:6][N:1]=[C:2]([CH3:10])[CH:3]=4)=[CH:29][C:28]=3[C:34]([F:37])([F:35])[F:36])(=[O:26])=[O:25])[CH2:21][C@@H:20]2[O:38][CH:39]([CH3:41])[CH3:40])=[O:18])[CH2:15][CH2:14]1)#[N:12]. Reactants: C(C)OC(NC1=C(C=C(C=C1OC)CC=1C(=NC(=NC1)N)N)OC)=O (4-[(2,4-diamino-5-pyrimidinyl)-methyl]-2,6-dimethoxy-carbanilic acid ethyl ester), [OH-].[Na+] (sodium hydroxide). Run in C(C)O (ethanol). Run at time 1 hour. Yields the product NC1=NC=C(C(=N1)N)CC1=CC(=C(C(=C1)OC)N)OC (2,4-diamino-5-(4-amino-3,5-dimethoxy-benzyl)-pyrimidine). Reaction SMILES: C(OC(=O)[NH:5][C:6]1[C:11]([O:12][CH3:13])=[CH:10][C:9]([CH2:14][C:15]2[C:16]([NH2:22])=[N:17][C:18]([NH2:21])=[N:19][CH:20]=2)=[CH:8][C:7]=1[O:23][CH3:24])C.[OH-].[Na+]>C(O)C>[NH2:21][C:18]1[N:17]=[C:16]([NH2:22])[C:15]([CH2:14][C:9]2[CH:8]=[C:7]([O:23][CH3:24])[C:6]([NH2:5])=[C:11]([O:12][CH3:13])[CH:10]=2)=[CH:20][N:19]=1 |f:1.2|. Procedure: A suspension of 1.04 g. of 4-[(2,4-diamino-5-pyrimidinyl)-methyl]-2,6-dimethoxy-carbanilic acid ethyl ester in a mixture of 50 ml. of 4N sodium hydroxide and 50 ml. of ethanol was boiled under reflux for 18 hours, whereby a solution gradually resulted. The alcohol was removed under vacuum. After standing at room temperature for 1 hour, the crystallized 2,4-diamino-5-(4-amino-3,5-dimethoxy-benzyl)-pyrimidine was removed by filtration with suction, washed with water, recrystallized from methanol a... Reactants: C(C1=CC=CC=C1)OC([C@@H](NC(C(CC=1N=CN(C1)C(C1=CC=CC=C1)(C1=CC=CC=C1)C1=CC=CC=C1)C1=CC2=C(C=C1)OCO2)=O)CC2=CNC1=CC=CC=C21)=O (Nα-[3-(1-triphenylmethylimidazol-4-yl)-2-(3,4-methylenedioxyphenyl)propionyl]-L-tryptophan benzyl ester). Run in C(C)(=O)O.O (acetic acid water), O (water). Conditions: temperature 50 celsius, time 5 hour. The product is C(C1=CC=CC=C1)OC([C@@H](NC(C(CC=1N=CNC1)C1=CC2=C(C=C1)OCO2)=O)CC2=CNC1=CC=CC=C21)=O (Nα-[3-(imidazol-4-yl)-2-(3,4-methylenedioxyphenyl)propionyl]-L-tryptophan benzyl ester). Yield: 90.1%. Reaction SMILES: [CH2:1]([O:8][C:9](=[O:59])[C@H:10]([CH2:49][C:50]1[C:58]2[C:53](=[CH:54][CH:55]=[CH:56][CH:57]=2)[NH:52][CH:51]=1)[NH:11][C:12](=[O:48])[CH:13]([C:39]1[CH:44]=[CH:43][C:42]2[O:45][CH2:46][O:47][C:41]=2[CH:40]=1)[CH2:14][C:15]1[N:16]=[CH:17][N:18](C(C2C=CC=CC=2)(C2C=CC=CC=2)C2C=CC=CC=2)[CH:19]=1)[C:2]1[CH:7]=[CH:6][CH:5]=[CH:4][CH:3]=1>C(O)(=O)C.O.O>[CH2:1]([O:8][C:9](=[O:59])[C@H:10]([CH2:49][C:50]1[C:58]2[C:53](=[CH:54][CH:55]=[CH:56][CH:57]=2)[NH:52][CH:51]=1)[NH:11][C:12](=[O:48])[CH:13]([C:39]1[CH:44]=[CH:43][C:42]2[O:45][CH2:46][O:47][C:41]=2[CH:40]=1)[CH2:14][C:15]1[N:16]=[CH:17][NH:18][CH:19]=1)[C:2]1[CH:7]=[CH:6][CH:5]=[CH:4][CH:3]=1 |f:1.2|. Procedure details: A mixture of Nα-[3-(1-triphenylmethylimidazol-4-yl)-2-(3,4-methylenedioxyphenyl)propionyl]-L-tryptophan benzyl ester (290 mg) in 80% acetic acid-water (5 ml) was stirred at 50° C. for 5 hours. The resulting mixture was cooled to ambient temperature and the solution was diluted with water. Carbinol was removed by filtration and the filtrate was neutralized with saturated sodium hydroxide aqueous solution, and then the aqueous layer was extracted with ethyl acetate. Drying, filtering and removal o... The reactants are COC(OC)N(C)C, CN(C)C=O, Cn1c(N)c(C#N)c(=O)n(C)c1=O. Yields the product CN(C)C=Nc1c(C#N)c(=O)n(C)c(=O)n1C. RXN SMILES: [CH3:14][O:15][CH:16]([N:17]([CH3:18])[CH3:19])[O:20][CH3:21].[CH3:22][N:23]([CH3:24])[CH:25]=[O:26].[NH2:1][c:2]1[c:3]([C:12]#[N:13])[c:4](=[O:11])[n:5]([CH3:10])[c:6](=[O:9])[n:7]1[CH3:8]>>[N:1]([c:2]1[c:3]([C:12]#[N:13])[c:4](=[O:11])[n:5]([CH3:10])[c:6](=[O:9])[n:7]1[CH3:8])=[CH:16][N:17]([CH3:18])[CH3:19].